From a dataset of the Open Reaction Database (ORD), a public repository of structured organic reaction records. describe an organic reaction: reactants, conditions, products, and yield Reactants: C(C)(=O)N1CC2=C(CC1)C(=C(S2)C)CCCl (6-acetyl-3-(2-chloroethyl)-4,5,6,7-tetrahydro-2-methylthieno[2,3-c]pyridine), FC1=CC=C(C=C1)C(=C1CCNCC1)C1=CC=C(C=C1)F (4-(bis(4-fluorophenyl)-methylene)piperidine). Yields the product C(C)(=O)N1CC2=C(CC1)C(=C(S2)C)CCN2CCC(CC2)=C(C2=CC=C(C=C2)F)C2=CC=C(C=C2)F (6-acetyl-3-(2-(4-(bis(4-fluorophenyl)methylene)piperidin-1-yl)ethyl)-4,5,6,7-tetrahydro-2-methylthieno[2,3-c]pyridine). Yield: 46.9%. RXN SMILES: [C:1]([N:4]1[CH2:9][CH2:8][C:7]2[C:10]([CH2:14][CH2:15]Cl)=[C:11]([CH3:13])[S:12][C:6]=2[CH2:5]1)(=[O:3])[CH3:2].[F:17][C:18]1[CH:23]=[CH:22][C:21]([C:24]([C:31]2[CH:36]=[CH:35][C:34]([F:37])=[CH:33][CH:32]=2)=[C:25]2[CH2:30][CH2:29][NH:28][CH2:27][CH2:26]2)=[CH:20][CH:19]=1>>[C:1]([N:4]1[CH2:9][CH2:8][C:7]2[C:10]([CH2:14][CH2:15][N:28]3[CH2:27][CH2:26][C:25](=[C:24]([C:31]4[CH:32]=[CH:33][C:34]([F:37])=[CH:35][CH:36]=4)[C:21]4[CH:20]=[CH:19][C:18]([F:17])=[CH:23][CH:22]=4)[CH2:30][CH2:29]3)=[C:11]([CH3:13])[S:12][C:6]=2[CH2:5]1)(=[O:3])[CH3:2]. Reported procedure: The reaction and procedure were conducted in a similar manner as in Example 24 using 0.7 g of 6-acetyl-3-(2-chloroethyl)-4,5,6,7-tetrahydro-2-methylthieno[2,3-c]pyridine and 0.6 g of 4-(bis(4-fluorophenyl)-methylene)piperidine to give 0.5 g of 6-acetyl-3-(2-(4-(bis(4-fluorophenyl)methylene)piperidin-1-yl)ethyl)-4,5,6,7-tetrahydro-2-methylthieno[2,3-c]pyridine as an oil, m.p. 209°-211° C. as axalate thereof. Reactants: CCOC(C)=O, Cl, C1CCOC1, N#CC1CCC2(CC1)OCCO2. Product: N#CC1CCC(=O)CC1. Reaction SMILES: [CH3:19][CH2:20][O:21][C:22](=[O:23])[CH3:24].[ClH:13].[O:14]1[CH2:15][CH2:16][CH2:17][CH2:18]1.[O:1]1[CH2:3][CH2:2][O:4][C:5]12[CH2:6][CH2:7][CH:8]([C:11]#[N:12])[CH2:9][CH2:10]2>>[O:4]=[C:5]1[CH2:6][CH2:7][CH:8]([C:11]#[N:12])[CH2:9][CH2:10]1. Starting materials: [Al+3], C1CCOC1, C1CCOC1, [H-], [H-], [H-], [H-], [Li+], CCOC(=O)c1cc2ccc(CN3CCCCC3)cc2o1. The product is OCc1cc2ccc(CN3CCCCC3)cc2o1. Reaction SMILES: [Al+3:23].[CH2:28]1[O:29][CH2:30][CH2:31][CH2:32]1.[CH2:33]1[O:34][CH2:35][CH2:36][CH2:37]1.[H-:22].[H-:25].[H-:26].[H-:27].[Li+:24].[N:1]1([CH2:7][c:8]2[cH:9][c:10]3[c:11]([cH:12][c:13]([C:15](=[O:16])[O:17][CH2:18][CH3:19])[o:14]3)[cH:20][cH:21]2)[CH2:2][CH2:3][CH2:4][CH2:5][CH2:6]1>>[N:1]1([CH2:7][c:8]2[cH:9][c:10]3[c:11]([cH:12][c:13]([CH2:15][OH:16])[o:14]3)[cH:20][cH:21]2)[CH2:2][CH2:3][CH2:4][CH2:5][CH2:6]1. Solvent: ClC(C)Cl (dichloroethane). Run at temperature 100 celsius, time 4 hour. Reported procedure: 1.0 g of 4-cyclohexyl-1-phthalazinone and 5 ml of phosphorus oxychloride were dissolved in 10 ml of dichloroethane, and the solution was stirred at 100° C. for 4 hours. The reaction solution was distilled off, and a 1-N aqueous NaOH solution was added thereto under cooling with ice. The solution was extracted with chloroform and dried over magnesium sulfide. The solvent was then distilled off, thereby obtaining 1.1 g of 1-chloro-4-cyclo-hexylphthalazine. Starting materials: C1(CCCCC1)C1=NNC(C2=CC=CC=C12)=O (4-cyclohexyl-1-phthalazinone), P(=O)(Cl)(Cl)Cl (phosphorus oxychloride). As a reaction SMILES: [CH:1]1([C:7]2[C:16]3[C:11](=[CH:12][CH:13]=[CH:14][CH:15]=3)[C:10](=O)[NH:9][N:8]=2)[CH2:6][CH2:5][CH2:4][CH2:3][CH2:2]1.P(Cl)(Cl)([Cl:20])=O>ClC(Cl)C>[Cl:20][C:10]1[C:11]2[C:16](=[CH:15][CH:14]=[CH:13][CH:12]=2)[C:7]([CH:1]2[CH2:6][CH2:5][CH2:4][CH2:3][CH2:2]2)=[N:8][N:9]=1. The product is ClC1=NN=C(C2=CC=CC=C12)C1CCCCC1 (1-chloro-4-cyclo-hexylphthalazine). Reactants: BrC=1C=CC(NC1)=C1C(OC(OC1=O)(C)C)=O (5-(5-Bromopyridin-2(1H)-ylidene)-2,2-dimethyl-1,3-dioxane-4,6-dione), Cl (HCl). Product: Cl.BrC=1C=CC(=NC1)CC(=O)O (2-(5-Bromopyridin-2-yl)acetic acid hydrochloride). RXN SMILES: [Br:1][C:2]1[CH:3]=[CH:4][C:5](=[C:8]2C(=O)OC(C)(C)[O:10][C:9]2=[O:17])[NH:6][CH:7]=1.[ClH:18]>>[ClH:18].[Br:1][C:2]1[CH:3]=[CH:4][C:5]([CH2:8][C:9]([OH:17])=[O:10])=[N:6][CH:7]=1 |f:2.3|. Reported procedure: 5-(5-Bromopyridin-2(1H)-ylidene)-2,2-dimethyl-1,3-dioxane-4,6-dione (example 42f) (3.55 g, 11.87 mmol) was suspended in conc. HCl (55 mL) and refluxed for 3 h. The solution was concentrated under reduced pressure and a residue was triturated with EtOH to provide white crystals that were filtered off and washed with EtOH (2.34 g, 78%). 1H NMR (400 MHz, dMSO): δ 3.81 (s, 2H), 7.44-7.46 (d, 1H), 8.12-8.15 (dd, 1H), 8.70-8.71 (d, 1H), 11.30 (bs, 1H); MS+H (218).